The task is: describe an organic reaction: reactants, conditions, products, and yield. This data is from the Open Reaction Database (ORD), a public repository of structured organic reaction records. The reactants are C1(CC1)NC(=O)C1=CC2=CC=C(C=C2C=C1)C(C(C)C)(C=1N=CN(C1)C(C1=CC=CC=C1)(C1=CC=CC=C1)C1=CC=CC=C1)O (N-cyclopropyl-6-[1-hydroxy-2-methyl-1-(1-trityl-1H-imidazol-4-yl)propyl)-2-naphthamide), [Cl-].[NH+]1=CC=CC=C1 (pyridinium chloride), C([O-])(O)=O.[Na+] (sodium bicarbonate). Run in CO (methanol). Reaction conditions: temperature 60 celsius. Product: C1(CC1)NC(=O)C1=CC2=CC=C(C=C2C=C1)C(C(C)C)(C=1N=CNC1)O (N-Cyclopropyl-6-[1-hydroxy-1-(1H-imidazol-4-yl)-2-methylpropyl)-2-naphthamide). Yield: 94.2%. RXN SMILES: [CH:1]1([NH:4][C:5]([C:7]2[CH:16]=[CH:15][C:14]3[C:9](=[CH:10][CH:11]=[C:12]([C:17]([OH:45])([C:21]4[N:22]=[CH:23][N:24](C(C5C=CC=CC=5)(C5C=CC=CC=5)C5C=CC=CC=5)[CH:25]=4)[CH:18]([CH3:20])[CH3:19])[CH:13]=3)[CH:8]=2)=[O:6])[CH2:3][CH2:2]1.[Cl-].[NH+]1C=CC=CC=1.C(=O)(O)[O-].[Na+]>CO>[CH:1]1([NH:4][C:5]([C:7]2[CH:16]=[CH:15][C:14]3[C:9](=[CH:10][CH:11]=[C:12]([C:17]([OH:45])([C:21]4[N:22]=[CH:23][NH:24][CH:25]=4)[CH:18]([CH3:20])[CH3:19])[CH:13]=3)[CH:8]=2)=[O:6])[CH2:2][CH2:3]1 |f:1.2,3.4|. Procedure: A mixture of N-cyclopropyl-6-[1-hydroxy-2-methyl-1-(1-trityl-1H-imidazol-4-yl)propyl)-2-naphthamide (16.0 g) and pyridinium chloride (6.46 g) in methanol (84 mL) was heated at 60° C. for 3 h. The mixture was neutralized with sodium bicarbonate solution. The solvent was evaporated and the residue was dissolved in ethanol and insoluble material was filtered off. The filtrate was concentrated and purified by column chromatography (eluent; CHCl3: 8% methanolic ammonia=19:1→9:1) to give the titled co... RXN SMILES: [C:1](=[O:2])([CH2:3][CH2:4][CH2:5][CH2:6][CH2:7][CH2:8][CH2:9][CH2:10][CH2:11][CH2:12][CH2:13][CH2:14][CH2:15][CH2:16][CH2:17][CH2:18][CH2:19][CH2:20][CH2:21][CH2:22][CH3:23])[O:24][CH:25]([CH3:26])[c:27]1[cH:28][cH:29][cH:30][cH:31][cH:32]1.[C:33]([O:34][CH2:35][CH3:36])(=[O:37])[CH2:38][CH2:39][CH2:40][CH2:41][CH2:42][CH2:43][CH2:44][CH2:45][CH2:46][CH2:47][CH2:48][CH2:49][CH2:50][CH2:51][CH2:52][CH2:53][CH2:54][CH2:55][CH2:56][CH2:57][CH3:58].[CH3:59][C:60](=[O:61])[CH3:62]>>[OH:24][CH:25]([CH3:26])[c:27]1[cH:28][cH:29][cH:30][cH:31][cH:32]1. The reactants are CCCCCCCCCCCCCCCCCCCCCC(=O)OC(C)c1ccccc1, CCCCCCCCCCCCCCCCCCCCCC(=O)OCC, CC(C)=O. The product is CC(O)c1ccccc1. Starting materials: [H-].[Na+] (Sodium hydride), OC1=CC=C(C=O)C=C1 (4-hydroxybenzaldehyde), ClCCCN1CCN(CC1)C1=CC=CC=C1 (1-(3-Chloropropyl)-4-phenylpiperazine). Run in CN(C=O)C (dimethylformamide). Conditions: temperature 60 celsius, time 30 minute. Product: C1(=CC=CC=C1)N1CCN(CC1)CCCOC1=CC=C(C=O)C=C1 (4-[3-(4-Phenylpiperazin-1-yl)propoxy]benzaldehyde). The yield is 69.6%. Reaction SMILES: [H-].[Na+].[OH:3][C:4]1[CH:11]=[CH:10][C:7]([CH:8]=[O:9])=[CH:6][CH:5]=1.Cl[CH2:13][CH2:14][CH2:15][N:16]1[CH2:21][CH2:20][N:19]([C:22]2[CH:27]=[CH:26][CH:25]=[CH:24][CH:23]=2)[CH2:18][CH2:17]1>CN(C)C=O>[C:22]1([N:19]2[CH2:18][CH2:17][N:16]([CH2:15][CH2:14][CH2:13][O:3][C:4]3[CH:11]=[CH:10][C:7]([CH:8]=[O:9])=[CH:6][CH:5]=3)[CH2:21][CH2:20]2)[CH:27]=[CH:26][CH:25]=[CH:24][CH:23]=1 |f:0.1|. Reported procedure: Sodium hydride (3.59 g of 60% in oil) is added to 4-hydroxybenzaldehyde (9.95 g) in dimethylformamide (250 mL) and the mixture stirred at 60° C. for 30 minutes. 1-(3-Chloropropyl)-4-phenylpiperazine (Step A) (19.5 g) is added and the mixture stirred for 14 hours at 60° C. The solvent is evaporated and the residue treated with water (300 mL) and extracted with dichloromethane (3×150 mL). The extracts are dried over magnesium sulfate, filtered and evaporated to leave a beige solid. This solid is r... The reactants are C(CCC)OC1=NC(=C2N=C(N(C2=N1)CCC1CNCCC1)OC)N (2-(butyloxy)-8-(methyloxy)-9-[2-(3-piperidinyl)ethyl]-9H-purin-6-amine), C(CCC)OC1=NC(=C2N=C(N(C2=N1)CCC1CNCCC1)OC)N (2-(butyloxy)-8-(methyloxy)-9-[2-(3-piperidinyl)ethyl]-9H-purin-6-amine), BrCCO (2-bromoethanol). Yields the product NC1=C2NC(N(C2=NC(=N1)OCCCC)CCC1CN(CCC1)CCO)=O (6-Amino-2-(butyloxy)-9-{2-[1-(2-hydroxyethyl)-3-piperidinyl]ethyl}-7,9-dihydro-8H-purin-8-one). As a reaction SMILES: [CH2:1]([O:5][C:6]1[N:14]=[C:13]2[C:9]([N:10]=[C:11]([O:23]C)[N:12]2[CH2:15][CH2:16][CH:17]2[CH2:22][CH2:21][CH2:20][NH:19][CH2:18]2)=[C:8]([NH2:25])[N:7]=1)[CH2:2][CH2:3][CH3:4].Br[CH2:27][CH2:28][OH:29]>>[NH2:25][C:8]1[N:7]=[C:6]([O:5][CH2:1][CH2:2][CH2:3][CH3:4])[N:14]=[C:13]2[C:9]=1[NH:10][C:11](=[O:23])[N:12]2[CH2:15][CH2:16][CH:17]1[CH2:22][CH2:21][CH2:20][N:19]([CH2:27][CH2:28][OH:29])[CH2:18]1. Procedure details: Prepared similarly to Example 1 from 2-(butyloxy)-8-(methyloxy)-9-[2-(3-piperidinyl)ethyl]-9H-purin-6-amine (for example, as prepared for Intermediate 18) and 2-bromoethanol (commercially available, for example, from Aldrich). The reactants are C=C(C)CC(O)(CCN(C(=O)OC)C(C)c1ccc(Br)cc1)c1ccccc1, C1CCOC1, [H-], [Na+]. Reaction SMILES: [Br:1][c:2]1[cH:3][cH:4][c:5]([CH:8]([CH3:9])[N:10]([C:11]([O:12][CH3:14])=[O:13])[CH2:15][CH2:16][C:17]([CH2:18][C:19](=[CH2:20])[CH3:21])([c:22]2[cH:23][cH:24][cH:25][cH:26][cH:27]2)[OH:28])[cH:6][cH:7]1.[CH2:31]1[O:32][CH2:33][CH2:34][CH2:35]1.[H-:30].[Na+:29]>>[Br:1][c:2]1[cH:3][cH:4][c:5]([CH:8]([CH3:9])[N:10]2[C:11](=[O:12])[O:28][C:17]([CH2:18][C:19](=[CH2:20])[CH3:21])([c:22]3[cH:23][cH:24][cH:25][cH:26][cH:27]3)[CH2:16][CH2:15]2)[cH:6][cH:7]1. The product is C=C(C)CC1(c2ccccc2)CCN(C(C)c2ccc(Br)cc2)C(=O)O1. Reactants: C(C)(=O)C=1C=NC=CC1 (3-acetylpyridine), O.O.NN (hydrazine hydrate monohydrate). The solvent is O (Water), industrial methylated spirits. Run at time 16 hour. Product: N1=CC(=CC=C1)C(C)=NN (1-(3-Pyrdinyl)-1-ethanone hydrazone). Isolated yield 76.8%. RXN SMILES: [C:1]([C:4]1[CH:5]=[N:6][CH:7]=[CH:8][CH:9]=1)(=O)[CH3:2].O.O.[NH2:12][NH2:13]>O>[N:6]1[CH:7]=[CH:8][CH:9]=[C:4]([C:1](=[N:12][NH2:13])[CH3:2])[CH:5]=1 |f:1.2.3|. Procedure: To 3-acetylpyridine (6.1 g, 52 mmol) in industrial methylated spirits (50 ml) was added dropwise hydrazine hydrate monohydrate (3.11 ml, 0.1 mol). The reaction mixture was refluxed for 4 h, before cooling to room temperature and stirring for 16 h. Water (25 ml) was added and the volatile organics were removed in vacuo. The predominantly aqueous residual liquor was extracted with ethyl acetate, and the combined organic extracts were dried (Na2SO4) and concentrated to give a yellow oil (5.4 g, 80%...